This data is from the Open Reaction Database (ORD), a public repository of structured organic reaction records. The task is: describe an organic reaction: reactants, conditions, products, and yield Reactants: CN(C)C=O (DMF), ClC1=NC2=CC=CC=C2C(=C1)C(=O)O (2-chloroquinoline-4-carboxylic acid), C1CCOC1 (THF), S(=O)(Cl)Cl (thionyl chloride). Reaction conditions: time 1 hour. The product is CN(C(=O)C1=CC(=NC2=CC=CC=C12)Cl)C (2-chloroquinoline-4-carboxylic acid dimethylamide). Reaction SMILES: [Cl:1][C:2]1[CH:11]=[C:10]([C:12]([OH:14])=O)[C:9]2[C:4](=[CH:5][CH:6]=[CH:7][CH:8]=2)[N:3]=1.C1COCC1.S(Cl)(Cl)=O.[CH3:24][N:25](C=O)[CH3:26]>>[CH3:24][N:25]([CH3:26])[C:12]([C:10]1[C:9]2[C:4](=[CH:5][CH:6]=[CH:7][CH:8]=2)[N:3]=[C:2]([Cl:1])[CH:11]=1)=[O:14]. Procedure details: To a mixture of 2-chloroquinoline-4-carboxylic acid (5.0 g) and THF (48 mL) was added a small amount of DMF, followed by addition of thionyl chloride (1.8 mL) with ice cooling. The mixture was stirred at room temperature for 1 h and then at 60° C. for 1 h. The mixture was cooled to room temperature and then concentrated under reduced pressure, and the residue was diluted with chloroform (30 mL). The mixture was ice-cooled, followed by addition of 50% aqueous dimethyl amine (20 mL), and the mixtu... Reactants: O=C(Cl)c1ccccc1, CC(C)(C)c1cc(O)ccc1O, c1ccncc1. Product: CC(C)(C)c1cc(OC(=O)c2ccccc2)ccc1O. As a reaction SMILES: [C:13]([c:14]1[cH:15][cH:16][cH:17][cH:18][cH:19]1)(=[O:20])[Cl:21].[C:1]([CH3:2])([CH3:3])([CH3:4])[c:5]1[c:6]([OH:12])[cH:7][cH:8][c:9]([OH:11])[cH:10]1.[cH:22]1[cH:23][cH:24][n:25][cH:26][cH:27]1>>[C:1]([CH3:2])([CH3:3])([CH3:4])[c:5]1[c:6]([OH:12])[cH:7][cH:8][c:9]([O:11][C:13]([c:14]2[cH:15][cH:16][cH:17][cH:18][cH:19]2)=[O:20])[cH:10]1. Starting materials: C(CC1=CC=CC=C1)N (phenethylamine), ClC=1C2=C(N=C(N1)C1=NC=CC=C1)SC(=C2)C (4-chloro-2-(pyridin-2-yl)-6-methyl-thieno-[2,3-d]-pyrimidine). Product: N1=C(C=CC=C1)C=1N=C(C2=C(N1)SC(=C2)C)NCCC2=CC=CC=C2 (2-(pyridin-2-yl)-4-phenethylamino-6-methyl-thieno-[2,3-d]-pyrimidine). As a reaction SMILES: [CH2:1]([NH2:9])[CH2:2][C:3]1[CH:8]=[CH:7][CH:6]=[CH:5][CH:4]=1.Cl[C:11]1[C:12]2[CH:25]=[C:24]([CH3:26])[S:23][C:13]=2[N:14]=[C:15]([C:17]2[CH:22]=[CH:21][CH:20]=[CH:19][N:18]=2)[N:16]=1>>[N:18]1[CH:19]=[CH:20][CH:21]=[CH:22][C:17]=1[C:15]1[N:16]=[C:11]([NH:9][CH2:1][CH2:2][C:3]2[CH:8]=[CH:7][CH:6]=[CH:5][CH:4]=2)[C:12]2[CH:25]=[C:24]([CH3:26])[S:23][C:13]=2[N:14]=1. Reported procedure: With the procedure of Example 1, the reaction of phenethylamine with 4-chloro-2-(pyridin-2-yl)-6-methyl-thieno-[2,3-d]-pyrimidine yields 2-(pyridin-2-yl)-4-phenethylamino-6-methyl-thieno-[2,3-d]-pyrimidine. Starting materials: C1CCOC1, CCOCC, CCOC(=O)CN=C=O, O=C=NCC(=O)[O-], Nc1nnc(-c2ccncc2Nc2ccc(I)cc2F)o1. Product: CCOC(=O)CNC(=O)Nc1nnc(-c2ccncc2Nc2ccc(I)cc2F)o1. As a reaction SMILES: [CH2:38]1[O:39][CH2:40][CH2:41][CH2:42]1.[CH3:43][CH2:44][O:45][CH2:46][CH3:47].[N:22](=[C:23]=[O:24])[CH2:25][C:26](=[O:27])[O:28][CH2:29][CH3:30].[N:31]([CH2:32][C:33]([O-:34])=[O:35])=[C:36]=[O:37].[NH2:1][c:2]1[n:3][n:4][c:5](-[c:7]2[c:8]([NH:13][c:14]3[c:15]([F:21])[cH:16][c:17]([I:20])[cH:18][cH:19]3)[cH:9][n:10][cH:11][cH:12]2)[o:6]1>>[NH:1]([c:2]1[n:3][n:4][c:5](-[c:7]2[c:8]([NH:13][c:14]3[c:15]([F:21])[cH:16][c:17]([I:20])[cH:18][cH:19]3)[cH:9][n:10][cH:11][cH:12]2)[o:6]1)[C:23]([NH:22][CH2:25][C:26](=[O:27])[O:28][CH2:29][CH3:30])=[O:24]. Starting materials: C1CCOC1, COC(=O)c1ccc(-c2nnc(CSCCOc3ccc(Cl)cc3Cl)o2)cc1, [Li+], [OH-], O. The product is O=C(O)c1ccc(-c2nnc(CSCCOc3ccc(Cl)cc3Cl)o2)cc1. Reaction SMILES: [CH2:31]1[O:32][CH2:33][CH2:34][CH2:35]1.[CH3:1][O:2][C:3]([c:4]1[cH:5][cH:6][c:7](-[c:10]2[o:11][c:12]([CH2:15][S:16][CH2:17][CH2:18][O:19][c:20]3[c:21]([Cl:27])[cH:22][c:23]([Cl:26])[cH:24][cH:25]3)[n:13][n:14]2)[cH:8][cH:9]1)=[O:28].[Li+:29].[OH-:30].[OH2:36]>>[O:2]=[C:3]([c:4]1[cH:5][cH:6][c:7](-[c:10]2[o:11][c:12]([CH2:15][S:16][CH2:17][CH2:18][O:19][c:20]3[c:21]([Cl:27])[cH:22][c:23]([Cl:26])[cH:24][cH:25]3)[n:13][n:14]2)[cH:8][cH:9]1)[OH:28]. The reactants are CC(C)(N)Cc1c[nH]c2ccc(Br)cc12, CN1CCCC1=O, N#C[Cu]C#N. The product is CC(C)(N)Cc1c[nH]c2ccc(C#N)cc12. RXN SMILES: [Br:1][c:2]1[cH:3][c:4]2[c:5]([CH2:11][C:12]([CH3:13])([CH3:14])[NH2:15])[cH:6][nH:7][c:8]2[cH:9][cH:10]1.[CH3:21][N:22]1[CH2:23][CH2:24][CH2:25][C:26]1=[O:27].[Cu:16]([C:17]#[N:18])[C:19]#[N:20]>>[c:2]1([C:17]#[N:18])[cH:3][c:4]2[c:5]([CH2:11][C:12]([CH3:13])([CH3:14])[NH2:15])[cH:6][nH:7][c:8]2[cH:9][cH:10]1. Starting materials: COc1ccc(C2(c3cccc(Br)c3)N=C(N)c3ccccc32)cc1, O=C([O-])[O-], COCCOC, CCO, O=Cc1sccc1B(O)O, [K+], [K+], O. Product: COc1ccc(C2(c3cccc(-c4ccsc4C=O)c3)N=C(N)c3ccccc32)cc1. As a reaction SMILES: [Br:1][c:2]1[cH:3][c:4]([C:8]2([c:18]3[cH:19][cH:20][c:21]([O:24][CH3:25])[cH:22][cH:23]3)[N:9]=[C:10]([NH2:17])[c:11]3[cH:12][cH:13][cH:14][cH:15][c:16]32)[cH:5][cH:6][cH:7]1.[C:36](=[O:37])([O-:38])[O-:39].[CH2:42]([CH2:43][O:44][CH3:45])[O:46][CH3:47].[CH3:48][CH2:49][OH:50].[CH:26](=[O:27])[c:28]1[s:29][cH:30][cH:31][c:32]1[B:33]([OH:34])[OH:35].[K+:40].[K+:41].[OH2:51]>>[c:2]1(-[c:32]2[c:28]([CH:26]=[O:27])[s:29][cH:30][cH:31]2)[cH:3][c:4]([C:8]2([c:18]3[cH:19][cH:20][c:21]([O:24][CH3:25])[cH:22][cH:23]3)[N:9]=[C:10]([NH2:17])[c:11]3[cH:12][cH:13][cH:14][cH:15][c:16]32)[cH:5][cH:6][cH:7]1. Reaction conditions: temperature 40 celsius, time 2 hour. Reported procedure: To a solution containing 20 g of 6-chloro-3-(2-ethylhexyl)-1-methyluracil thus-obtained in 50 ml of acetonitrile was added 8.6 g of N-chlorosuccinimide, the mixture was heated to 40° C. and stirred for 2 hours. After allowing the mixture to cool, the acetonitrile was distilled off under reduced pressure, to the residue was added water and it was extracted with 100 ml of chloroform. The organic phase was washed with a saturated aqueous sodium chloride solution and dried with anhydrous magnesium s... Reaction SMILES: [Cl:1][C:2]1[N:7]([CH3:8])[C:6](=[O:9])[N:5]([CH2:10][CH:11]([CH2:16][CH3:17])[CH2:12][CH2:13][CH2:14][CH3:15])[C:4](=[O:18])[CH:3]=1.[Cl:19]N1C(=O)CCC1=O>C(#N)C>[Cl:19][C:3]1[C:4](=[O:18])[N:5]([CH2:10][CH:11]([CH2:16][CH3:17])[CH2:12][CH2:13][CH2:14][CH3:15])[C:6](=[O:9])[N:7]([CH3:8])[C:2]=1[Cl:1]. Yield: 111.2%. Yields the product ClC=1C(N(C(N(C1Cl)C)=O)CC(CCCC)CC)=O (5,6-dichloro-3-(2-ethylhexyl)-1-methyluracil). Starting materials: ClC1=CC(N(C(N1C)=O)CC(CCCC)CC)=O (6-chloro-3-(2-ethylhexyl)-1-methyluracil), ClN1C(CCC1=O)=O (N-chlorosuccinimide). The solvent is C(C)#N (acetonitrile). Starting materials: [Si](C)(C)(C(C)(C)C)OC=1C=C(C(=O)NNC([C@@H]([C@H](C)O[Si](C)(C)C(C)(C)C)NC2=C(C(=C(C=C2)C#N)Cl)C)=O)C=CC1F (3-(tert-butyldimethylsilyloxy)-N′-((2R,3S)-3-(tert-butyldimethylsilyloxy)-2-(3-chloro-4-cyano-2-methylphenylamino)butanoyl)-4-fluorobenzohydrazide), PPh3 I2 TEA, C(Cl)Cl (DCM), C1(=CC=CC=C1)P(C1=CC=CC=C1)C1=CC=CC=C1 (Triphenylphosphine), C(Cl)Cl (DCM), 12, TEA. Yields the product [Si](C)(C)(C(C)(C)C)O[C@H]([C@H](C=1OC(=NN1)C1=CC(=C(C=C1)F)O[Si](C)(C)C(C)(C)C)NC1=C(C(=C(C#N)C=C1)Cl)C)C (4-((1R,2S)-2-(tert-Butyldimethylsilyloxy)-1-(5-(3-(tert-butyldimethylsilyloxy)-4-fluorophenyl)-1,3,4-oxadiazol-2-yl)propylamino)-2-chloro-3-methylbenzonitrile). Reaction SMILES: C1(P(C2C=CC=CC=2)C2C=CC=CC=2)C=CC=CC=1.[Si:20]([O:27][C:28]1[CH:29]=[C:30]([CH:59]=[CH:60][C:61]=1[F:62])[C:31]([NH:33][NH:34][C:35](=[O:58])[C@H:36]([NH:47][C:48]1[CH:53]=[CH:52][C:51]([C:54]#[N:55])=[C:50](Cl)[C:49]=1C)[C@@H:37]([O:39][Si:40]([C:43]([CH3:46])([CH3:45])[CH3:44])([CH3:42])[CH3:41])[CH3:38])=O)([C:23]([CH3:26])([CH3:25])[CH3:24])([CH3:22])[CH3:21].[CH2:63]([Cl:65])Cl>>[Si:40]([O:39][C@@H:37]([CH3:38])[C@@H:36]([NH:47][C:48]1[CH:49]=[CH:50][C:51]([C:54]#[N:55])=[C:63]([Cl:65])[C:53]=1[CH3:52])[C:35]1[O:58][C:31]([C:30]2[CH:59]=[CH:60][C:61]([F:62])=[C:28]([O:27][Si:20]([C:23]([CH3:24])([CH3:25])[CH3:26])([CH3:21])[CH3:22])[CH:29]=2)=[N:33][N:34]=1)([C:43]([CH3:46])([CH3:44])[CH3:45])([CH3:42])[CH3:41]. Procedure details: Triphenylphosphine (331 mg, 1.26 mmol) was dissolved in 25 mL of DCM followed by addition of 12 (321 mg, 1.26 mmol) and TEA (256 mg, 2.53 mmol) at 0° C. 3-(tert-butyldimethylsilyloxy)-N′-((2R,3S)-3-(tert-butyldimethylsilyloxy)-2-(3-chloro-4-cyano-2-methylphenylamino)butanoyl)-4-fluorobenzohydrazide (410 mg, 0.631 mmol) in 15 mL DCM was added to the pre-cooled solution mixture of PPh3/I2/TEA system and stirred. The temperature was allowed to rise to room temperature and stirred for additional 10 ... The reactants are CC1=CC=C(C=C1)OC (p-methyl anisole), [N+](=O)([O-])[O-].[Ce+3].[N+](=O)([O-])[O-].[N+](=O)([O-])[O-] (cerium(III) nitrate), 50, [N+](=O)([O-])[O-].[NH4+] (ammonium nitrate), [Ce] (cerium). Run in CO (methanol), CO (methanol). Conditions: time 30 minute. Yields the product COC=1C=CC(=CC1)C=O (anisaldehyde). The yield is 96.5%. Reaction SMILES: [N+]([O-])([O-])=O.[Ce+3].[N+]([O-])([O-])=O.[N+]([O-])([O-])=O.[N+]([O-])([O-])=[O:15].[NH4+].[Ce].[CH3:20][C:21]1[CH:26]=[CH:25][C:24]([O:27][CH3:28])=[CH:23][CH:22]=1>CO>[CH3:28][O:27][C:24]1[CH:25]=[CH:26][C:21]([CH:20]=[O:15])=[CH:22][CH:23]=1 |f:0.1.2.3,4.5|. Procedure details: A methanol solution of 24.6 g of cerium(III) nitrate is placed into an anode chamber, and a methanol solution of 2 g of ammonium nitrate is placed into a cathode chamber. The cerium salt is electrolyzed with a constant current of 50 mA to pass electricity across the electrodes in a quantity of 1.2 F/mole. A 1.22 g quantity of p-methyl anisole is added to the solution withdrawn from the anode chamber after the electrolysis, and the mixture is stirred for 30 minutes. The same procedure as in Examp...